From a dataset of the Open Reaction Database (ORD), a public repository of structured organic reaction records. describe an organic reaction: reactants, conditions, products, and yield Reported procedure: (RS)-1-Acetoxyethylbromide (12.5 g) was added to a stirred mixture of sodium cefuroxime (20 g) in dimethyl acetamide (110 ml) at 0° C. The mixture was stirred at +1° for 90 minutes and potassium carbonate (0.5 g) was added. Stirring was continued for a further 2 hours at 1°-3° when the reaction mixture was added to a rapidly stirred mixture of ethyl acetate (200 ml) and aqueous 3% sodium bicarbonate (200 ml) to destroy any excess 1-acetoxyethylbromide. After 1 hour the organic layer (1.5% Δ2 iso... Run at time 90 minute. The reagents and catalysts are C([O-])([O-])=O.[K+].[K+] (potassium carbonate). Product: CC(OC(=O)C)OC(=O)C1=C(CS[C@H]2N1C(=O)[C@H]2NC(=O)/C(=N\OC)/C3=CC=CO3)COC(=O)N (cefuroxime axetil). The solvent is CC(=O)N(C)C (dimethyl acetamide). Reaction SMILES: [C:1]([O:4][CH:5](Br)[CH3:6])(=[O:3])[CH3:2].[CH3:8][O:9]/[N:10]=[C:11](\[C:17]([NH:19][C@@H:20]1[C:23](=[O:24])[N:22]2[C:25]([C:34]([O-:36])=[O:35])=[C:26]([CH2:29][O:30][C:31]([NH2:33])=[O:32])[CH2:27][S:28][C@H:21]12)=[O:18])/[C:12]1[O:16][CH:15]=[CH:14][CH:13]=1.[Na+].C(OCC)(=O)C.C(=O)(O)[O-].[Na+]>CC(N(C)C)=O.C(=O)([O-])[O-].[K+].[K+]>[CH3:6][CH:5]([O:35][C:34]([C:25]1[N:22]2[C:23]([C@@H:20]([NH:19][C:17](/[C:11](/[C:12]3[O:16][CH:15]=[CH:14][CH:13]=3)=[N:10]\[O:9][CH3:8])=[O:18])[C@H:21]2[S:28][CH2:27][C:26]=1[CH2:29][O:30][C:31]([NH2:33])=[O:32])=[O:24])=[O:36])[O:4][C:1]([CH3:2])=[O:3] |f:1.2,4.5,7.8.9|. Reactants: C(C)(=O)OCC (ethyl acetate), C([O-])(O)=O.[Na+] (sodium bicarbonate), C(C)(=O)OC(C)Br ((RS)-1-Acetoxyethylbromide), CO/N=C(/C1=CC=CO1)\C(=O)N[C@H]2[C@@H]3N(C2=O)C(=C(CS3)COC(=O)N)C(=O)[O-].[Na+] (sodium cefuroxime). Yield: 84.4%. Starting materials: COC(=O)c1ccc(C)c2c1ccn2C(C)C, CCO, [Na+], [OH-]. Yields the product Cc1ccc(C(=O)O)c2ccn(C(C)C)c12. RXN SMILES: [CH3:1][c:2]1[cH:3][cH:4][c:5]([C:14](=[O:15])[O:16][CH3:17])[c:6]2[cH:7][cH:8][n:9]([CH:11]([CH3:12])[CH3:13])[c:10]12.[CH3:20][CH2:21][OH:22].[Na+:19].[OH-:18]>>[CH3:1][c:2]1[cH:3][cH:4][c:5]([C:14](=[O:15])[OH:16])[c:6]2[cH:7][cH:8][n:9]([CH:11]([CH3:12])[CH3:13])[c:10]12.